This data is from the Open Reaction Database (ORD), a public repository of structured organic reaction records. The task is: describe an organic reaction: reactants, conditions, products, and yield Starting materials: O (Water), N1=C(C=NC=C1)NC(OCC(Cl)(Cl)Cl)=O (2,2,2-trichloroethyl pyrazin-2-ylcarbamate), FC=1C=C(C=CC1)C=1N=C(SC1)C1CCNCC1 (4-[4-(3-fluorophenyl)-1,3-thiazol-2-yl]piperidine), C(C)(C)N(CC)C(C)C (diisopropylethylamine). Run in CS(=O)C (dimethylsulfoxide). Run at temperature 70 celsius, time 6 hour. Yields the product FC=1C=C(C=CC1)C=1N=C(SC1)C1CCN(CC1)C(=O)NC1=NC=CN=C1 (4-[4-(3-Fluorophenyl)-1,3-thiazol-2-yl]-N-pyrazin-2-ylpiperidine-1-carboxamide). Yield: 70.8%. As a reaction SMILES: [N:1]1[CH:6]=[CH:5][N:4]=[CH:3][C:2]=1[NH:7][C:8](=[O:15])OCC(Cl)(Cl)Cl.[F:16][C:17]1[CH:18]=[C:19]([C:23]2[N:24]=[C:25]([CH:28]3[CH2:33][CH2:32][NH:31][CH2:30][CH2:29]3)[S:26][CH:27]=2)[CH:20]=[CH:21][CH:22]=1.C(N(C(C)C)CC)(C)C.O>CS(C)=O>[F:16][C:17]1[CH:18]=[C:19]([C:23]2[N:24]=[C:25]([CH:28]3[CH2:33][CH2:32][N:31]([C:8]([NH:7][C:2]4[CH:3]=[N:4][CH:5]=[CH:6][N:1]=4)=[O:15])[CH2:30][CH2:29]3)[S:26][CH:27]=2)[CH:20]=[CH:21][CH:22]=1. Procedure: A mixture of 2,2,2-trichloroethyl pyrazin-2-ylcarbamate (227 mg, 0.839 mmol), 4-[4-(3-fluorophenyl)-1,3-thiazol-2-yl]piperidine (200 mg, 0.762 mmol) and diisopropylethylamine (0.266 ml, 1.52 mmol) in dimethylsulfoxide (2.5 ml) was stirred at 70° C. for 6 hours. Water was poured into the reaction solution, and the mixture was extracted with ethyl acetate. The extract was washed with water and dried over anhydrous magnesium sulfate, and the solvent was distilled off under reduced pressure. The res... Starting materials: O=C1CC(CBr)CN1c1ccc(F)cc1, O=C([O-])[O-], Cc1nc2cc(OCC(O)CN3CCNCC3)ccc2s1, Cl, [K+], [K+]. Yields the product Cc1nc2cc(OCC(O)CN3CCN(CC4CC(=O)N(c5ccc(F)cc5)C4)CC3)ccc2s1. As a reaction SMILES: [Br:1][CH2:2][CH:3]1[CH2:4][C:5](=[O:15])[N:6]([c:8]2[cH:9][cH:10][c:11]([F:14])[cH:12][cH:13]2)[CH2:7]1.[C:38](=[O:39])([O-:40])[O-:41].[CH3:16][c:17]1[s:18][c:19]2[c:20]([n:21]1)[cH:22][c:23]([O:26][CH2:27][CH:28]([CH2:29][N:30]1[CH2:31][CH2:32][NH:33][CH2:34][CH2:35]1)[OH:36])[cH:24][cH:25]2.[ClH:37].[K+:42].[K+:43]>>[CH2:2]([CH:3]1[CH2:4][C:5](=[O:15])[N:6]([c:8]2[cH:9][cH:10][c:11]([F:14])[cH:12][cH:13]2)[CH2:7]1)[N:33]1[CH2:32][CH2:31][N:30]([CH2:29][CH:28]([CH2:27][O:26][c:23]2[cH:22][c:20]3[c:19]([s:18][c:17]([CH3:16])[n:21]3)[cH:25][cH:24]2)[OH:36])[CH2:35][CH2:34]1.